This data is from the Open Reaction Database (ORD), a public repository of structured organic reaction records. The task is: describe an organic reaction: reactants, conditions, products, and yield Reactants: trans-1,2-limonene oxide, NC1=C(C=CC=C1)O (2-aminophenol), CC1=CCC(C[C@@H]1O)C(=C)C (carveol). The reagents and catalysts are CCCCCCCC(=O)[O-].CCCCCCCC(=O)[O-].[Zn+2] (zinc octoate). Run at temperature 213 celsius. Product: CC1=CCC(CC1=O)C(=C)C (carvone). Yield: 8.0%. Reaction SMILES: NC1C=CC=CC=1O.[CH3:9][C:10]1[C@@H:15]([OH:16])[CH2:14][CH:13]([C:17]([CH3:19])=[CH2:18])[CH2:12][CH:11]=1>CCCCCCCC([O-])=O.CCCCCCCC([O-])=O.[Zn+2]>[CH3:9][C:10]1[C:15](=[O:16])[CH2:14][CH:13]([C:17]([CH3:19])=[CH2:18])[CH2:12][CH:11]=1 |f:2.3.4|. Procedure: A mixture of 1000 parts of trans-1,2-limonene oxide, 4 parts of zinc octoate (contains 18% zinc) and 2 parts of 2-aminophenol was refluxed at 200-226° C. for 3 hours in a three-necked flask equipped agitator, Dean-Stark trap, and temperature probe. After cooling 998 part of the mixture containing 67% carveol and 8% carvone was obtained. This mixture can be further processed to carvone according to example 58, or fractionated to obtain pure cis-carveol.